From a dataset of the Open Reaction Database (ORD), a public repository of structured organic reaction records. describe an organic reaction: reactants, conditions, products, and yield Reactants: CC(C)(C)OC(=O)COc1cccc2c1CCCC2N, CCN(C(C)C)C(C)C, C1CCOC1, O=S(=O)(Cl)c1ccc(-c2ccccc2)cc1. Product: CC(C)(C)OC(=O)COc1cccc2c1CCCC2NS(=O)(=O)c1ccc(-c2ccccc2)cc1. As a reaction SMILES: [C:1]([CH3:2])([CH3:3])([CH3:4])[O:5][C:6]([CH2:7][O:8][c:9]1[cH:10][cH:11][cH:12][c:13]2[c:18]1[CH2:17][CH2:16][CH2:15][CH:14]2[NH2:19])=[O:20].[CH:37]([N:38]([CH:39]([CH3:40])[CH3:41])[CH2:42][CH3:43])([CH3:44])[CH3:45].[O:46]1[CH2:47][CH2:48][CH2:49][CH2:50]1.[c:21]1(-[c:31]2[cH:32][cH:33][cH:34][cH:35][cH:36]2)[cH:22][cH:23][c:24]([S:27](=[O:28])(=[O:29])[Cl:30])[cH:25][cH:26]1>>[C:1]([CH3:2])([CH3:3])([CH3:4])[O:5][C:6]([CH2:7][O:8][c:9]1[cH:10][cH:11][cH:12][c:13]2[c:18]1[CH2:17][CH2:16][CH2:15][CH:14]2[NH:19][S:27]([c:24]1[cH:23][cH:22][c:21](-[c:31]2[cH:32][cH:33][cH:34][cH:35][cH:36]2)[cH:26][cH:25]1)(=[O:28])=[O:29])=[O:20]. Reactants: Cc1cc(Br)ccc1N, CC(=O)O, O, OO, O=S(=O)(O)O. The product is Cc1cc(Br)ccc1[N+](=O)[O-]. Reaction SMILES: [Br:1][c:2]1[cH:3][c:4]([CH3:9])[c:5]([NH2:6])[cH:7][cH:8]1.[CH3:18][C:19](=[O:20])[OH:21].[OH2:17].[OH:10][OH:11].[S:12]([OH:13])(=[O:14])(=[O:15])[OH:16]>>[Br:1][c:2]1[cH:3][c:4]([CH3:9])[c:5]([N+:6]([O-:13])=[O:17])[cH:7][cH:8]1. Reaction SMILES: [NH2:1][C@H:2]([C:8]([OH:10])=[O:9])[CH2:3][CH2:4][CH2:5][CH2:6][NH2:7].[OH-].[K+:12]>O>[NH2:1][C@H:2]([C:8]([O-:10])=[O:9])[CH2:3][CH2:4][CH2:5][CH2:6][NH2:7].[K+:12] |f:1.2,4.5|. Procedure details: To a 500 ml 2-neck round bottom flask, equipped with a reflux condenser and a pressure equalizing addition funnel was charged 10.00 parts (0.068 eqv.) of lysine. 101 ml of KOH (0.065 eqv.) was added to the addition funnel. The basic solution was added to the lysine, with magnetic stirring, over about 4 minutes. The reaction mixture was then stirred at about 70° C. for an additional hour, to insure complete reaction. The water was stripped off the reaction product at about 10 mm Hg and about 70° ... Reaction conditions: temperature 70 celsius. Starting materials: N[C@@H](CCCCN)C(=O)O (lysine), [OH-].[K+] (KOH), N[C@@H](CCCCN)C(=O)O (lysine). The product is N[C@@H](CCCCN)C(=O)[O-].[K+] (Potassium Lysinate). Solvent: O (water). The reactants are O (water), C(#N)N1C2=C(CCC3=C1C=CC=C3)C=CC=C2 (5-cyano-10,11-dihydro-5H-dibenz[b,f]-azepine), N(=NC(C#N)(C)C)C(C#N)(C)C (azobisisobutyronitrile), BrN1C(CCC1=O)=O (N-bromosuccinimide). Run in ClC1=CC=CC=C1 (chlorobenzene). Reaction conditions: temperature 50 celsius. Yields the product C(#N)N1C2=C(CC(C3=C1C=CC=C3)O)C=CC=C2 (5-cyano-10-hydroxy-10,11-dihydro-5H-dibenz[b,f]azepine). Yield: 51.9%. As a reaction SMILES: [C:1]([N:3]1[C:9]2[CH:10]=[CH:11][CH:12]=[CH:13][C:8]=2[CH2:7][CH2:6][C:5]2[CH:14]=[CH:15][CH:16]=[CH:17][C:4]1=2)#[N:2].BrN1C(=[O:24])CCC1=O.N(C(C)(C)C#N)=NC(C)(C)C#N.O>ClC1C=CC=CC=1>[C:1]([N:3]1[C:4]2[CH:17]=[CH:16][CH:15]=[CH:14][C:5]=2[CH:6]([OH:24])[CH2:7][C:8]2[CH:13]=[CH:12][CH:11]=[CH:10][C:9]1=2)#[N:2]. Procedure: 6.60 g (0.030 mols) of (I) are dissolved in 45 ml of chlorobenzene, the mixture is heated to 50° C. under stirring. The resulting solution is added under stirring with 5.6 g (0.0315 mols) of N-bromosuccinimide then with 0.49 g (0.003 mols) of azobisisobutyronitrile, stirring for 1 hour while heating at 75-80° C. The mixture is then is cooled to 40° C., added with 30 ml of water and stirred at 40° C. for 30 minutes, then heated to 80° C. for 3 hours. After decanting for 30 minutes, the aqueous ph...